Dataset: the Open Reaction Database (ORD), a public repository of structured organic reaction records. Task: describe an organic reaction: reactants, conditions, products, and yield Reactants: C, COC(=O)c1ccc(C(=O)OCc2ccccc2)cc1F, CCO, [Pd]. Product: COC(=O)c1ccc(C(=O)O)cc1F. Reaction SMILES: [C:25].[CH2:1]([c:2]1[cH:3][cH:4][cH:5][cH:6][cH:7]1)[O:8][C:9](=[O:10])[c:11]1[cH:12][c:13]([F:21])[c:14]([C:15](=[O:16])[O:17][CH3:18])[cH:19][cH:20]1.[CH3:22][CH2:23][OH:24].[Pd:26]>>[O:8]=[C:9]([OH:10])[c:11]1[cH:12][c:13]([F:21])[c:14]([C:15](=[O:16])[O:17][CH3:18])[cH:19][cH:20]1. The reactants are C(C=C)(=O)O (acrylic acid), OCCCCCCOC=1C=C2C=CC(=CC2=CC1)C(=O)O (6-(6-hydroxy-hexa-1-yloxy)-2-naphthoic acid), O.C1(=CC=C(C=C1)S(=O)(=O)O)C (p-toluenesulfonic acid monohydrate), C1(O)=CC=C(O)C=C1 (hydroquinone). Solvent: ClCCCl (1,2-dichloroethane). Yields the product C(C=C)(=O)OCCCCCCOC=1C=C2C=CC(=CC2=CC1)C(=O)O (6-(6-acryloyloxy-hexa-1-yloxy)-2-naphthoic acid). RXN SMILES: [C:1]([OH:5])(=[O:4])[CH:2]=[CH2:3].O[CH2:7][CH2:8][CH2:9][CH2:10][CH2:11][CH2:12][O:13][C:14]1[CH:15]=[C:16]2[C:21](=[CH:22][CH:23]=1)[CH:20]=[C:19]([C:24]([OH:26])=[O:25])[CH:18]=[CH:17]2.O.C1(C)C=CC(S(O)(=O)=O)=CC=1.C1(C=CC(O)=CC=1)O>ClCCCl>[C:1]([O:5][CH2:7][CH2:8][CH2:9][CH2:10][CH2:11][CH2:12][O:13][C:14]1[CH:15]=[C:16]2[C:21](=[CH:22][CH:23]=1)[CH:20]=[C:19]([C:24]([OH:26])=[O:25])[CH:18]=[CH:17]2)(=[O:4])[CH:2]=[CH2:3] |f:2.3|. Reported procedure: In 270 g of 1,2-dichloroethane were added 108.11 g (1.5 mmol) of acrylic acid, 21.63 g (75 mmol) of 6-(6-hydroxy-hexa-1-yloxy)-2-naphthoic acid obtained in Step 1, 4.28 g (23 mol) of p-toluenesulfonic acid monohydrate, and 0.83 g (7.5 mmol) of hydroquinone, and the solution was refluxed for 4 hours. After evaporation of the solvent, 270 g of water was added to the residue, and the precipitate was collected by filtration and dried in an oven at 40° C. overnight. The dried product was recrystalliz... The reactants are ice water, FC1=C(NC(C)=O)C=C(C(=C1C)F)F (2,4,5-trifluoro-3-methyl-N-acetylaniline), S(O)(O)(=O)=O (sulfuric acid), [N+](=O)([O-])[O-].[K+] (potassium nitrate). Run at temperature 0 celsius, time 15 minute. Yields the product FC1=C(NC(C)=O)C(=C(C(=C1C)F)F)[N+](=O)[O-] (2,4,5-trifluoro-3-methyl-6-nitro-N-acetylaniline). The yield is 87.8%. Reaction SMILES: [F:1][C:2]1[C:11]([CH3:12])=[C:10]([F:13])[C:9]([F:14])=[CH:8][C:3]=1[NH:4][C:5](=[O:7])[CH3:6].S(=O)(=O)(O)O.[N+:20]([O-])([O-:22])=[O:21].[K+]>>[F:1][C:2]1[C:11]([CH3:12])=[C:10]([F:13])[C:9]([F:14])=[C:8]([N+:20]([O-:22])=[O:21])[C:3]=1[NH:4][C:5](=[O:7])[CH3:6] |f:2.3|. Procedure details: To 2,4,5-trifluoro-3-methyl-N-acetylaniline (1.94 g) is added conc. sulfuric acid (19 ml) and the mixture is cooled to 0° C. Thereto potassium nitrate (2 g) is added below 20° C. and the mixture is stirred for 15 minutes. The reaction mixture is poured into ice-water, extracted with dichloromethane and the extract is dried. The solvent is distilled off under reduced pressure to give 2,4,5-trifluoro-3-methyl-6-nitro-N-acetylaniline (2.08 g), as white crystals. The reactants are CCCCCCCCCCCCOS(=O)(=O)[O-].[Na+] (SDS), C(C(C(CS)O)O)S (Clelands Reagent), C=1C=CC2=C(C1)C(OS2(=O)=O)(C=3C=C(C(=C(C3)Br)O)Br)C=4C=C(C(=C(C4)Br)O)Br (Bromophenol Blue), CCCCCCCCCCCCOS(=O)(=O)[O-].[Na+] (SDS), C(C(C(CS)O)O)S (Cleland's reagent), C=1C=CC2=C(C1)C(OS2(=O)=O)(C=3C=C(C(=C(C3)Br)O)Br)C=4C=C(C(=C(C4)Br)O)Br (Bromophenol Blue), C(C(CO)(CO)N)O.Cl (tris hydrochloride), CCCCCCCCCCCCOS(=O)(=O)[O-].[Na+] (SDS), glycol. Yields the product C(C=C)(=O)N (acrylamide), S(=O)(=O)([O-])OOS(=O)(=O)[O-].[NH4+].[NH4+] (ammonium persulfate). RXN SMILES: C(O)C([NH2:7])(CO)CO.Cl.CCCCCCCCC[CH2:19][CH2:20][CH2:21][O:22][S:23]([O-:26])(=[O:25])=[O:24].[Na+].C(S)C(O)C([OH:33])CS.C1C=CC2[S:44](=[O:46])(=[O:45])[O:43]C(C3C=C(Br)C(O)=C(Br)C=3)(C3C=C(Br)C(O)=C(Br)C=3)C=2C=1>>[C:21]([NH2:7])(=[O:22])[CH:20]=[CH2:19].[S:23]([O:22][O:43][S:44]([O-:46])(=[O:33])=[O:45])([O-:26])(=[O:25])=[O:24].[NH4+:7].[NH4+:7] |f:0.1,2.3,7.8.9|. Procedure details: Standard cylinders of 10% acrylamide gel (9.7% acrylamide and 0.3% N,N'-methylene-bis-acrylogo there merized with TEMED) and ammonium persulfate were prepared and set up between gel and reservoir buffers comprising tris hydrochloride at pH 8.0 and 0.1% SDS. The upper gel surface was loaded with a charge comprising 50 micrograms of T2 pilus crystals, 20 ug of Clelands Reagent (0.01M) 1 mg. of SDS 20λ of glycol and 20λ of Bromophenol Blue (0.002%). Prior to charge the pili were heated with the SDS... The reactants are CC1=NOC(=N1)C1=C(C(=O)N2C[C@H]3CCN(C[C@@H]23)C(=O)OC(C)(C)C)C=CC=C1 ((1S,6R)-tert-Butyl 8-(2-(3-methyl-1,2,4-oxadiazol-5-yl)benzoyl)-3,8-diazabicyclo[4.2.0]octane-3-carboxylate), C(=O)(C(F)(F)F)O (TFA). The solvent is C(Cl)Cl (DCM). Run at time 2 hour. Yields the product [C@H]12CNCC[C@@H]2CN1C(=O)C1=C(C=CC=C1)C1=NC(=NO1)C ((1S,6R)-3,8-Diazabicyclo[4.2.0]octan-8-yl(2-(3-methyl-1,2,4-oxadiazol-5-yl)phenyl)methanone). Reaction SMILES: [CH3:1][C:2]1[N:6]=[C:5]([C:7]2[CH:29]=[CH:28][CH:27]=[CH:26][C:8]=2[C:9]([N:11]2[C@H:18]3[C@H:13]([CH2:14][CH2:15][N:16](C(OC(C)(C)C)=O)[CH2:17]3)[CH2:12]2)=[O:10])[O:4][N:3]=1.C(O)(C(F)(F)F)=O>C(Cl)Cl>[C@H:18]12[N:11]([C:9]([C:8]3[CH:26]=[CH:27][CH:28]=[CH:29][C:7]=3[C:5]3[O:4][N:3]=[C:2]([CH3:1])[N:6]=3)=[O:10])[CH2:12][C@H:13]1[CH2:14][CH2:15][NH:16][CH2:17]2. Reported procedure: The product of Step B (645 mg, 1.63 mmol), DCM (8 mL), TFA (3 mL) were stirred at room temperature for 2 h and then concentrated in vacuo. The residue was dissolved in DCM and treated with Dowex 550 A resin. After stirring for 2 h the resin was removed by filtration and the filtrate was concentrated in vacuo to a colorless oil which was taken on to the next step without further purification. MS (ESI) mass calculated for C16H18N4O2, 298.14; m/z found, 299.1.